Task: describe an organic reaction: reactants, conditions, products, and yield. Dataset: the Open Reaction Database (ORD), a public repository of structured organic reaction records Reported procedure: To a flask containing 2-bromo-4-ethynylpyridine (1 g, 5.49 mmol) was added 4-methoxybenzyl azide (896 mg, 5.49 mmol), CuSO4(H2O)5 (137 mg, 0.549 mmol), sodium ascorbate (544 mg, 2.75 mmol), water (13.7 mL) and tBuOH (13.7 mL) and the reaction was stirred for 16 h at rt. The reaction was diluted with EtOAc (50 mL) and washed with saturated aqueous NaHCO3 (1×20 mL) and brine (1×20 mL). The organic phase was dried (MgSO4), filtered, and purified by silica gel chromatography using a gradient solvent... Isolated yield 77.0%. As a reaction SMILES: [Br:1][C:2]1[CH:7]=[C:6]([C:8]#[CH:9])[CH:5]=[CH:4][N:3]=1.[CH3:10][O:11][C:12]1[CH:21]=[CH:20][C:15]([CH2:16][N:17]=[N+:18]=[N-:19])=[CH:14][CH:13]=1.O=C1O[C@H]([C@H](CO)O)C([O-])=C1O.[Na+].O>CCOC(C)=O.O.O.O.O.O.[O-]S([O-])(=O)=O.[Cu+2].CC(O)(C)C>[Br:1][C:2]1[CH:7]=[C:6]([C:8]2[N:19]=[N:18][N:17]([CH2:16][C:15]3[CH:20]=[CH:21][C:12]([O:11][CH3:10])=[CH:13][CH:14]=3)[CH:9]=2)[CH:5]=[CH:4][N:3]=1 |f:2.3,6.7.8.9.10.11.12|. The product is BrC1=NC=CC(=C1)C=1N=NN(C1)CC1=CC=C(C=C1)OC (2-bromo-4-(1-(4-methoxybenzyl)-1H-1,2,3-triazol-4-yl)pyridine). Reaction conditions: time 16 hour. The solvent is CCOC(=O)C (EtOAc), CC(C)(C)O (tBuOH). Starting materials: BrC1=NC=CC(=C1)C#C (2-bromo-4-ethynylpyridine), COC1=CC=C(CN=[N+]=[N-])C=C1 (4-methoxybenzyl azide), O=C1C(O)=C([O-])[C@H](O1)[C@@H](O)CO.[Na+] (sodium ascorbate), O (water). The reagents and catalysts are O.O.O.O.O.[O-]S(=O)(=O)[O-].[Cu+2] (CuSO4(H2O)5). The reactants are CCOC(C)=O, O=C(Nc1ccn(Cc2cc(OCc3ccccc3)ccc2Cl)n1)c1c(F)cccc1F. Yields the product O=C(Nc1ccn(Cc2cc(O)ccc2Cl)n1)c1c(F)cccc1F. As a reaction SMILES: [CH3:33][CH2:34][O:35][C:36](=[O:37])[CH3:38].[Cl:1][c:2]1[c:3]([CH2:16][n:17]2[n:18][c:19]([NH:22][C:23]([c:24]3[c:25]([F:31])[cH:26][cH:27][cH:28][c:29]3[F:30])=[O:32])[cH:20][cH:21]2)[cH:4][c:5]([O:8][CH2:9][c:10]2[cH:11][cH:12][cH:13][cH:14][cH:15]2)[cH:6][cH:7]1>>[Cl:1][c:2]1[c:3]([CH2:16][n:17]2[n:18][c:19]([NH:22][C:23]([c:24]3[c:25]([F:31])[cH:26][cH:27][cH:28][c:29]3[F:30])=[O:32])[cH:20][cH:21]2)[cH:4][c:5]([OH:8])[cH:6][cH:7]1. Reactants: N(=O)[O-].[Na+] (sodium nitrite), BrC1=C(C=C(N)C=C1)OC (4-Bromo-3-methoxyaniline), diazonium salt, ice water, O.O.[Sn](Cl)Cl (tin(II) chloride dihydrate). Solvent: O (water), Cl (HCl), Cl (HCl). Reaction conditions: temperature 0 celsius, time 2 hour. The product is BrC1=C(C=C(C=C1)NN)OC ((4-bromo-3-methoxyphenyl)hydrazine). As a reaction SMILES: [Br:1][C:2]1[CH:8]=[CH:7][C:5]([NH2:6])=[CH:4][C:3]=1[O:9][CH3:10].[N:11]([O-])=O.[Na+].O.O.[Sn](Cl)Cl>Cl.O>[Br:1][C:2]1[CH:8]=[CH:7][C:5]([NH:6][NH2:11])=[CH:4][C:3]=1[O:9][CH3:10] |f:1.2,3.4.5|. Procedure details: 4-Bromo-3-methoxyaniline (3.0 g, 14.85 mmol) was suspended in concentrated HCl (50 mL) and the mixture was cooled to 0° C. in the ice-water bath. A solution of sodium nitrite (1.23 g, 17.82 mmol) in 10 mL water was added very slowly to the reaction mixture. The mixture turned yellow, then brown with a yellow haze indicating diazotization. The diazonium salt was held at 0° C. for an hour and then a solution of tin(II) chloride dihydrate (10.05 g, 44.5 mmol) in concentrated HCl (20 mL) was added v... Starting materials: CC(CC1=CC=C(C(=O)OC2=CC=C(C(=O)O)C=C2)C=C1)CC ((+)-4-(4'-β-methylbutylbenzoyloxy)-benzoic acid), S(=O)(Cl)Cl (thionyl chloride). The product is CC(CC1=CC=C(C(=O)OC2=CC=C(C(=O)Cl)C=C2)C=C1)CC ((+)-4-(4'-β-methylbutylbenzoyloxy)-benzoyl chloride). Reaction SMILES: [CH3:1][CH:2]([CH2:22][CH3:23])[CH2:3][C:4]1[CH:21]=[CH:20][C:7]([C:8]([O:10][C:11]2[CH:19]=[CH:18][C:14]([C:15](O)=[O:16])=[CH:13][CH:12]=2)=[O:9])=[CH:6][CH:5]=1.S(Cl)([Cl:26])=O>>[CH3:1][CH:2]([CH2:22][CH3:23])[CH2:3][C:4]1[CH:21]=[CH:20][C:7]([C:8]([O:10][C:11]2[CH:19]=[CH:18][C:14]([C:15]([Cl:26])=[O:16])=[CH:13][CH:12]=2)=[O:9])=[CH:6][CH:5]=1. Reported procedure: A mixture of (+)-4-(4'-β-methylbutylbenzoyloxy)-benzoic acid (5.7g, 0.0182m) and thionyl chloride (20ml) was refluxed for four hours. The excess thionyl chloride was distilled and the residue was used in the following reaction without purification. Reactants: CCC(C)=O, Cc1ccc(N)cc1C, c1ccccc1. Yields the product CCC(C)Nc1ccc(C)c(C)c1. Reaction SMILES: [CH2:1]([CH3:2])[C:3](=[O:4])[CH3:5].[CH3:6][c:7]1[cH:8][cH:9][c:10]([NH2:11])[cH:12][c:13]1[CH3:14].[cH:15]1[cH:16][cH:17][cH:18][cH:19][cH:20]1>>[CH2:1]([CH3:2])[CH:3]([CH3:5])[NH:11][c:10]1[cH:9][cH:8][c:7]([CH3:6])[c:13]([CH3:14])[cH:12]1. The reactants are CC(CO[Si](C)(C)C(C)(C)C)Oc1cc(OCc2ccccc2)cc(C(=O)Nc2ccn(C(C)C)n2)c1, C1CCOC1. The product is CC(CO[Si](C)(C)C(C)(C)C)Oc1cc(O)cc(C(=O)Nc2ccn(C(C)C)n2)c1. RXN SMILES: [CH2:1]([c:2]1[cH:3][cH:4][cH:5][cH:6][cH:7]1)[O:8][c:9]1[cH:10][c:11]([C:12](=[O:13])[NH:14][c:15]2[n:16][n:17]([CH:20]([CH3:21])[CH3:22])[cH:18][cH:19]2)[cH:23][c:24]([O:26][CH:27]([CH2:28][O:29][Si:30]([CH3:31])([CH3:32])[C:33]([CH3:34])([CH3:35])[CH3:36])[CH3:37])[cH:25]1.[CH2:38]1[O:39][CH2:40][CH2:41][CH2:42]1>>[OH:8][c:9]1[cH:10][c:11]([C:12](=[O:13])[NH:14][c:15]2[n:16][n:17]([CH:20]([CH3:21])[CH3:22])[cH:18][cH:19]2)[cH:23][c:24]([O:26][CH:27]([CH2:28][O:29][Si:30]([CH3:31])([CH3:32])[C:33]([CH3:34])([CH3:35])[CH3:36])[CH3:37])[cH:25]1.